From a dataset of the Open Reaction Database (ORD), a public repository of structured organic reaction records. describe an organic reaction: reactants, conditions, products, and yield Starting materials: NC=1C=C2CCCC(C2=CC1)=O (6-amino-3,4-dihydro-2H-naphthalen-1-one), C(C)(=O)OC(C)=O (acetic anhydride). Run in ClCCl (dichloromethane), N1=CC=CC=C1 (pyridine). Conditions: time 1 hour. The product is O=C1C=2C=CC(=CC2CCC1)NC(C)=O (N-(5-oxo-5,6,7,8-tetrahydro-naphthalen-2-yl)-acetamide). Reaction SMILES: [NH2:1][C:2]1[CH:3]=[C:4]2[C:9](=[CH:10][CH:11]=1)[C:8](=[O:12])[CH2:7][CH2:6][CH2:5]2.[C:13](OC(=O)C)(=[O:15])[CH3:14]>N1C=CC=CC=1.ClCCl>[O:12]=[C:8]1[CH2:7][CH2:6][CH2:5][C:4]2[CH:3]=[C:2]([NH:1][C:13](=[O:15])[CH3:14])[CH:11]=[CH:10][C:9]1=2. Procedure: To a solution of 6-amino-3,4-dihydro-2H-naphthalen-1-one (CAS#3470-53-9, 0.875 g, 5.44 mmol) in pyridine (5 mL) is added acetic anhydride (0.83 g, 8.16 mmol). After 1 hour, the solution is diluted with dichloromethane and washed with water and 1M aqueous HCl. The organic phase is dried over sodium sulfate, filtered, and concentrated to give N-(5-oxo-5,6,7,8-tetrahydro-naphthalen-2-yl)-acetamide; 1H NMR (400 MHz, CDCl3) δ ppm 2.09-2.16 (m, 2 H), 2.22 (s, 3 H), 2.59-2.67 (m, 2 H), 2.95 (t, J=6.1 H... Reactants: C1(CCCC1)OC=1C=C(C=CC1OC)C1(CC(CCC1)=O)C#C ((+/-)-3-(3-cyclopentyloxy-4-methoxyphenyl)-3-ethynylcyclohexan-1-one), IC1=CC(=CC=C1)C=1OC(=NN1)C (1-iodo-3-(5-methyl-[1,3,4]oxadiazol-2-yl)benzene), C1(=CC=CC=C1)P(C1=CC=CC=C1)C1=CC=CC=C1 (triphenylphosphine). Reagents/catalysts: C=1C=CC(=CC1)[P](C=2C=CC=CC2)(C=3C=CC=CC3)[Pd]([P](C=4C=CC=CC4)(C=5C=CC=CC5)C=6C=CC=CC6)([P](C=7C=CC=CC7)(C=8C=CC=CC8)C=9C=CC=CC9)[P](C=1C=CC=CC1)(C=1C=CC=CC1)C=1C=CC=CC1 (tetrakis(triphenylphosphine)palladium(0)), [Cu]I (copper(I) iodide). Solvent: C(C)N(CC)CC (triethylamine). Run at temperature 80 celsius. Yields the product C1(CCCC1)OC=1C=C(C=CC1OC)C1(CC(CCC1)=O)C#CC1=CC(=CC=C1)C=1OC(=NN1)C (3-(3-cyclopentyloxy-4-methoxyphenyl)-3-[3-(5-methyl-[1,3,4]oxadiazol-2-yl)phenylethynyl]cyclohexan-1-one). Isolated yield 73.1%. Reaction SMILES: [CH:1]1([O:6][C:7]2[CH:8]=[C:9]([C:15]3([C:22]#[CH:23])[CH2:20][CH2:19][CH2:18][C:17](=[O:21])[CH2:16]3)[CH:10]=[CH:11][C:12]=2[O:13][CH3:14])[CH2:5][CH2:4][CH2:3][CH2:2]1.I[C:25]1[CH:30]=[CH:29][CH:28]=[C:27]([C:31]2[O:32][C:33]([CH3:36])=[N:34][N:35]=2)[CH:26]=1.C1(P(C2C=CC=CC=2)C2C=CC=CC=2)C=CC=CC=1>C(N(CC)CC)C.C1C=CC([P]([Pd]([P](C2C=CC=CC=2)(C2C=CC=CC=2)C2C=CC=CC=2)([P](C2C=CC=CC=2)(C2C=CC=CC=2)C2C=CC=CC=2)[P](C2C=CC=CC=2)(C2C=CC=CC=2)C2C=CC=CC=2)(C2C=CC=CC=2)C2C=CC=CC=2)=CC=1.[Cu]I>[CH:1]1([O:6][C:7]2[CH:8]=[C:9]([C:15]3([C:22]#[C:23][C:29]4[CH:30]=[CH:25][CH:26]=[C:27]([C:31]5[O:32][C:33]([CH3:36])=[N:34][N:35]=5)[CH:28]=4)[CH2:20][CH2:19][CH2:18][C:17](=[O:21])[CH2:16]3)[CH:10]=[CH:11][C:12]=2[O:13][CH3:14])[CH2:2][CH2:3][CH2:4][CH2:5]1 |^1:66,68,87,106|. Procedure details: To a solution of the compound from Example 3 (El) (0.125 g, 0.4 mmol) and 1-iodo-3-(5-methyl-[1,3,4]oxadiazol-2-yl)benzene (0.09 g, 0.32 mmol) in triethylamine (3 mL) under an argon atmosphere was added trace tetrakis(triphenylphosphine)palladium(0), copper(I) iodide and triphenylphosphine. The mixture was heated at 80° C. for 0.2 h, was cooled to room temperature and was concentrated in vacuo. The residue was partitioned between ethyl acetate and water. The organic phase was washed with brine, ... As a reaction SMILES: [CH3:22][C:23](=[O:24])[OH:25].[CH3:26][OH:27].[F:3][c:4]1[c:5]([CH:10]([C:11]([O:12][CH3:13])=[O:14])[c:15]2[n:16][n:17][c:18]([Cl:21])[cH:19][cH:20]2)[cH:6][cH:7][cH:8][cH:9]1.[Li+:1].[OH-:2]>>[F:3][c:4]1[c:5]([CH2:10][c:15]2[n:16][n:17][c:18]([Cl:21])[cH:19][cH:20]2)[cH:6][cH:7][cH:8][cH:9]1. Reactants: CC(=O)O, CO, COC(=O)C(c1ccc(Cl)nn1)c1ccccc1F, [Li+], [OH-]. Product: Fc1ccccc1Cc1ccc(Cl)nn1.